Dataset: the Open Reaction Database (ORD), a public repository of structured organic reaction records. Task: describe an organic reaction: reactants, conditions, products, and yield Reactants: C(C)(=O)N1C=2C(C(N(C3=C1C=CC=C3)C)=O)=CSC2 (4-acetyl-4,9-dihydro-9-methyl-10H-thieno[3,4-b][1,5]-benzodiazepin-10-one), B (borane), Cl (hydrochloric acid). The solvent is O1CCCC1 (tetrahydrofuran), O1CCCC1 (tetrahydrofuran). The product is C(C)N1C=2C(CN(C3=C1C=CC=C3)C)=CSC2 (9,10-Dihydro-4-ethyl-9-methyl-4H-thieno [3,4-b][1,5]benzodiazepine). RXN SMILES: B.[C:2]([N:5]1[C:11]2[CH:12]=[CH:13][CH:14]=[CH:15][C:10]=2[N:9]([CH3:16])[C:8](=O)[C:7]2=[CH:18][S:19][CH:20]=[C:6]12)(=O)[CH3:3].Cl>O1CCCC1>[CH2:2]([N:5]1[C:11]2[CH:12]=[CH:13][CH:14]=[CH:15][C:10]=2[N:9]([CH3:16])[CH2:8][C:7]2=[CH:18][S:19][CH:20]=[C:6]12)[CH3:3]. Procedure details: A 150 ml. portion of 1M-borane in tetrahydrofuran is added with stirring and cooling to a solution of 5.1 g. of 4-acetyl-4,9-dihydro-9-methyl-10H-thieno[3,4-b][1,5]-benzodiazepin-10-one in 200 ml. of tetrahydrofuran. The reaction mixture is heated under reflux for 20 hours, cooled in an ice bath and 52 ml. of 6N hydrochloric acid is added dropwise with stirring. The tetrahydrofuran is removed by distillation. A 40 g. portion of sodium hydroxide pellets is carefully added in the cold with stirrin... The reactants are C(C)N(C(C)C)C(C)C (N-ethyldiisopropylamine), BrCCC (1-bromopropane), NCC1=NC(=NO1)C=1N=CN2C1[C@H]1N(C(C3=C2C=CS3)=O)CC1 ((S)-1-(5-aminomethyl-1,2,4-oxadiazol-3-yl)-11,11a-dihydro-8H,10H-azeto[1,2-a]imidazo[5,1-c]thieno[3,2-e][1,4]diazepin-8-one). The solvent is CN(C=O)C (dimethylformamide). Conditions: time 12 hour. Yields the product C(CC)NCC1=NC(=NO1)C=1N=CN2C1[C@H]1N(C(C3=C2C=CS3)=O)CC1 ((S)-1-(5-propylaminomethyl-1,2,4-oxadiazol-3-yl)-11,11a-dihydro-8H, 10H-azeto[1,2-a]imidazo[5,1-c]thieno[3,2-e][1,4]diazepin-8-one). Isolated yield 57.5%. Reaction SMILES: C(N(C(C)C)C(C)C)C.Br[CH2:11][CH2:12][CH3:13].[NH2:14][CH2:15][C:16]1[O:20][N:19]=[C:18]([C:21]2[N:22]=[CH:23][N:24]3[C:30]4[CH:31]=[CH:32][S:33][C:29]=4[C:28](=[O:34])[N:27]4[CH2:35][CH2:36][C@H:26]4[C:25]=23)[N:17]=1>CN(C)C=O>[CH2:11]([NH:14][CH2:15][C:16]1[O:20][N:19]=[C:18]([C:21]2[N:22]=[CH:23][N:24]3[C:30]4[CH:31]=[CH:32][S:33][C:29]=4[C:28](=[O:34])[N:27]4[CH2:35][CH2:36][C@H:26]4[C:25]=23)[N:17]=1)[CH2:12][CH3:13]. Procedure details: 0.87 ml of N-ethyldiisopropylamine and 0.28 ml (3 mmol) of 1-bromopropane were added to a solution of 0.500 g (1.52 mmol) of (S)-1-(5-aminomethyl-1,2,4-oxadiazol-3-yl)-11,11a-dihydro-8H,10H-azeto[1,2-a]imidazo[5,1-c]thieno[3,2-e][1,4]diazepin-8-one in 15 ml of dimethylformamide, whereupon the mixture was stirred at 70° for 12 hours. The dimethylformamide was evaporated and the residue was partitioned between methylene chloride and 2N sodium carbonate solution. The aqueous phase was extracted twi... Reactants: ClCC1=NN(C2=CC=CC=C12)C (3-(chloromethyl)-1-methyl-1H-indazole), C(=O)([O-])[O-].[K+].[K+] (K2CO3), FC1=C(CN2C(N(S(C3=C2C=CC=C3)(=O)=O)CCC=3C(=NOC3C)C)=O)C(=CC=C1)F (4-(2,6-Difluorobenzyl)-2-[2-(3,5-dimethyl-1,2-oxazol-4-yl)ethyl]-2H-1,2,4-benzothiadiazin-3(4H)-one 1,1-dioxide). Run in CN(C)C=O (DMF). Product: FC1=C(CN2C(N(S(C3=C2C=CC=C3)(=O)=O)CC3=NN(C2=CC=CC=C32)C)=O)C(=CC=C1)F (4-(2,6-Difluorobenzyl)-2-[(1-methyl-1H-indazol-3-yl)methyl]-2H-1,2,4-benzothiadiazin-3(4H)-one 1,1-dioxide). Reaction SMILES: Cl[CH2:2][C:3]1[C:11]2[C:6](=[CH:7][CH:8]=[CH:9][CH:10]=2)[N:5]([CH3:12])[N:4]=1.C([O-])([O-])=O.[K+].[K+].[F:19][C:20]1[CH:48]=[CH:47][CH:46]=[C:45]([F:49])[C:21]=1[CH2:22][N:23]1[C:28]2[CH:29]=[CH:30][CH:31]=[CH:32][C:27]=2[S:26](=[O:34])(=[O:33])[N:25](CCC2C(C)=NOC=2C)[C:24]1=[O:44]>CN(C=O)C>[F:19][C:20]1[CH:48]=[CH:47][CH:46]=[C:45]([F:49])[C:21]=1[CH2:22][N:23]1[C:28]2[CH:29]=[CH:30][CH:31]=[CH:32][C:27]=2[S:26](=[O:34])(=[O:33])[N:25]([CH2:2][C:3]2[C:11]3[C:6](=[CH:7][CH:8]=[CH:9][CH:10]=3)[N:5]([CH3:12])[N:4]=2)[C:24]1=[O:44] |f:1.2.3|. Procedure: The title compound (11 mg, 0.02 mmol) was prepared from (IntE3) (50 mg, 0.154 mmol), 3-(chloromethyl)-1-methyl-1H-indazole (69.6 mg, 0.39 mmol), KI (5.1 mg, 0.03 mmol) and K2CO3 (53.3 mg, 0.39 mmol) in DMF (3 mL) in a CEM Discover microwave reactor (100° C., 1 h) using the methods of (120).